Dataset: the Open Reaction Database (ORD), a public repository of structured organic reaction records. Task: describe an organic reaction: reactants, conditions, products, and yield Reactants: Oc1ccc(Br)nc1, N#Cc1ccc(B(O)O)cc1. Yields the product N#Cc1ccc(-c2ccc(O)cn2)cc1. RXN SMILES: [Br:1][c:2]1[n:3][cH:4][c:5]([OH:8])[cH:6][cH:7]1.[C:9](#[N:10])[c:11]1[cH:12][cH:13][c:14]([B:17]([OH:18])[OH:19])[cH:15][cH:16]1>>[c:2]1(-[c:14]2[cH:13][cH:12][c:11]([C:9]#[N:10])[cH:16][cH:15]2)[n:3][cH:4][c:5]([OH:8])[cH:6][cH:7]1. Reactants: OB1OCC2=C1C=C(C=C2)NS(=O)(=O)C2=C(C=C(C=C2)[N+](=O)[O-])[N+](=O)[O-] (N-(1-hydroxy-1,3-dihydrobenzo[c][1,2]oxaborol-6-yl)-2,4-dinitrobenzenesulfonamide). Reagents/catalysts: [Ni] (Ni). Run at time 2 hour. Yields the product NC1=C(C=CC(=C1)N)S(=O)(=O)NC=1C=CC2=C(B(OC2)O)C1 (2,4-Diamino-N-(1-hydroxy-1,3-dihydrobenzo[c][1,2]oxaborol-6-yl)benzene sulfonamide). Isolated yield 88.0%. RXN SMILES: [OH:1][B:2]1[C:6]2[CH:7]=[C:8]([NH:11][S:12]([C:15]3[CH:20]=[CH:19][C:18]([N+:21]([O-])=O)=[CH:17][C:16]=3[N+:24]([O-])=O)(=[O:14])=[O:13])[CH:9]=[CH:10][C:5]=2[CH2:4][O:3]1>[Ni]>[NH2:24][C:16]1[CH:17]=[C:18]([NH2:21])[CH:19]=[CH:20][C:15]=1[S:12]([NH:11][C:8]1[CH:9]=[CH:10][C:5]2[CH2:4][O:3][B:2]([OH:1])[C:6]=2[CH:7]=1)(=[O:13])=[O:14]. Procedure details: To a solution of N-(1-hydroxy-1,3-dihydrobenzo[c][1,2]oxaborol-6-yl)-2,4-dinitrobenzenesulfonamide (0.43 g, 1.14 mmol) was added Raney-Ni (100 mg), following by degas and replacement of air with H2. The reaction mixture was hydrogenated at room temperature for 2 hours. Once the reaction was completed (LC/MS), the mixture was filtered through Celite®. The filtrate was concentrated in vacuo to give a gummy material. The crude product was recrystallized in MeOH to give the title compound as an off-... Reactants: C(#N)C=1N=C(C2=CC=CC=C2C1)O[C@H]1CN(CC1)C(=O)OC(C)(C)C ((R)-tert-butyl 3-((3-cyanoisoquinolin-1-yl)oxy)pyrrolidine-1-carboxylate), N(N)C(=O)OCC (ethyl hydrazinecarboxylate). Solvent: CCOC(=O)C (EtOAc). Run at temperature 175 celsius. Product: O=C1NC(=NN1)C=1N=C(C2=CC=CC=C2C1)O[C@H]1CN(CC1)C(=O)OC(C)(C)C ((R)-tert-butyl 3-((3-(5-oxo-4,5-dihydro-1H-1,2,4-triazol-3-yl)isoquinolin-1-yl)oxy)pyrrolidine-1-carboxylate). RXN SMILES: [C:1]([C:3]1[N:4]=[C:5]([O:13][C@@H:14]2[CH2:18][CH2:17][N:16]([C:19]([O:21][C:22]([CH3:25])([CH3:24])[CH3:23])=[O:20])[CH2:15]2)[C:6]2[C:11]([CH:12]=1)=[CH:10][CH:9]=[CH:8][CH:7]=2)#[N:2].[NH:26]([C:28](OCC)=[O:29])[NH2:27]>CCOC(C)=O>[O:29]=[C:28]1[NH:26][N:27]=[C:1]([C:3]2[N:4]=[C:5]([O:13][C@@H:14]3[CH2:18][CH2:17][N:16]([C:19]([O:21][C:22]([CH3:25])([CH3:24])[CH3:23])=[O:20])[CH2:15]3)[C:6]3[C:11]([CH:12]=2)=[CH:10][CH:9]=[CH:8][CH:7]=3)[NH:2]1. Procedure: To crude (R)-tert-butyl 3-((3-cyanoisoquinolin-1-yl)oxy)pyrrolidine-1-carboxylate was added ethyl hydrazinecarboxylate (1.104 g, 10.60 mmol). The reaction mixture was heated at 175° C. overnight and was subsequently cooled and diluted with EtOAc. The organic phase was washed with brine, dried over Na2SO4, and concentrated to give the title compound, which was used directly in the next step.